This data is from the Open Reaction Database (ORD), a public repository of structured organic reaction records. The task is: describe an organic reaction: reactants, conditions, products, and yield Reactants: C(=O)(OC(C)(C)C)NCC=O (N-Boc glycinal), C(C(C)C)[Mg]Cl (isobutylmagnesium chloride), C(C)OCC (diethyl ether). Run in C(C)(=O)OCC (ethyl acetate). Run at temperature 0 celsius, time 5 minute. Yields the product C(=O)(OC(C)(C)C)NO (N-Boc amino alcohol). Isolated yield 39.0%. RXN SMILES: [C:1]([NH:8]CC=O)([O:3][C:4]([CH3:7])([CH3:6])[CH3:5])=[O:2].C([Mg]Cl)C(C)C.C([O:20]CC)C>C(OCC)(=O)C>[C:1]([NH:8][OH:20])([O:3][C:4]([CH3:7])([CH3:6])[CH3:5])=[O:2]. Procedure: To a -78° C. solution of 547 mg (3.44 mmol) of N-Boc glycinal (20) in 17 mL of diethyl ether was added 5.16 mL (10.3 mmol, 3 equiv) of isobutylmagnesium chloride (2.0M in diethyl ether). After five minutes, the solution was warmed to 0° C. and stirred for 24 h. The reaction mixture was then diluted with 300 mL of ethyl acetate, washed with 1N aqueous sodium bisulfate, dried over magnesium sulfate and concentrated. Purification by flash chromatography (20×150 mm silica gel, 30% ethyl acetate/hexa... Reactants: [Ba+2], CCO, S=C(Cc1ccc2c(c1)NCCC2)N1CCOCC1, [OH-], [OH-]. Yields the product O=C(O)Cc1ccc2c(c1)NCCC2. As a reaction SMILES: [Ba+2:2].[CH3:23][CH2:24][OH:25].[O:4]1[CH2:5][CH2:6][N:7]([C:10](=[S:8])[CH2:11][c:12]2[cH:13][cH:14][c:15]3[c:20]([cH:21]2)[NH:19][CH2:18][CH2:17][CH2:16]3)[CH2:9][CH2:22]1.[OH-:1].[OH-:3]>>[O:1]=[C:10]([OH:3])[CH2:11][c:12]1[cH:13][cH:14][c:15]2[c:20]([cH:21]1)[NH:19][CH2:18][CH2:17][CH2:16]2. The reactants are C(C)OC1=NC=C(C=C1C=1NC(C2=C(N1)C(=NN2C)CCC)=O)S(=O)(=O)N2CCN(CC2)CC (5-[2-Ethoxy-5-(4-ethylpiperazin-1-ylsulphonyl)pyridin-3-yl]-1-methyl-3-n-propyl-1,6-dihydro-7H-pyrazolo[4,3-d]pyrimidin-7-one), C[Si](C)(C)[N-][Si](C)(C)C.[K+] (potassium bis(trimethylsilyl)amide). The solvent is N1=C(C=CC=C1)CO (pyridine-2-methanol). Run at temperature 110 celsius, time 18 hour. The product is C(C)N1CCN(CC1)S(=O)(=O)C=1C=C(C(=NC1)OCC1=NC=CC=C1)C=1NC(C2=C(N1)C(=NN2C)CCC)=O (5-{5-(4-Ethylpiperazin-1-ylsulphonyl)-2-[(pyridin-2-yl)methoxy]pyridin-3-yl}-1-methyl-3-n-propyl-1,6-dihydro-7H-pyrazolo[4,3-d]pyrimidin-7-one). Isolated yield 14.5%. As a reaction SMILES: [CH2:1]([O:3][C:4]1[C:9]([C:10]2[NH:11][C:12](=[O:23])[C:13]3[N:18]([CH3:19])[N:17]=[C:16]([CH2:20][CH2:21][CH3:22])[C:14]=3[N:15]=2)=[CH:8][C:7]([S:24]([N:27]2[CH2:32][CH2:31][N:30]([CH2:33][CH3:34])[CH2:29][CH2:28]2)(=[O:26])=[O:25])=[CH:6][N:5]=1)[CH3:2].C[Si]([N-][Si](C)(C)C)(C)C.[K+]>N1C=CC=CC=1CO>[CH2:33]([N:30]1[CH2:31][CH2:32][N:27]([S:24]([C:7]2[CH:8]=[C:9]([C:10]3[NH:11][C:12](=[O:23])[C:13]4[N:18]([CH3:19])[N:17]=[C:16]([CH2:20][CH2:21][CH3:22])[C:14]=4[N:15]=3)[C:4]([O:3][CH2:1][C:2]3[CH:7]=[CH:8][CH:9]=[CH:4][N:5]=3)=[N:5][CH:6]=2)(=[O:26])=[O:25])[CH2:28][CH2:29]1)[CH3:34] |f:1.2|. Reported procedure: A mixture of the title compound of Example 124 (100 mg, 0.20 mmol) and potassium bis(trimethylsilyl)amide (204 mg, 1.02 mmol) in pyridine-2-methanol (2 ml) was stirred at 110° C. for 18 hours, then cooled. The solvent was removed by Kugelrohr distillation, and the residue was purified by column chromatography on silica gel, using dichloromethane: methanol (95:5) as eluant. This product was triturated with ether to afford the title compound (8 mg, 7%) as a solid. Reactants: O=C(CBr)c1ccccc1, CCOC(=O)C(NC(C)=O)C(=O)OCC, CCO, CC[O-], [H-], [Na+], [Na+]. Product: CCOC(=O)C(CC(=O)c1ccccc1)(NC(C)=O)C(=O)OCC. Reaction SMILES: [Br:22][CH2:23][C:24](=[O:25])[c:26]1[cH:27][cH:28][cH:29][cH:30][cH:31]1.[CH2:7]([CH3:8])[O:9][C:10]([CH:11]([C:12](=[O:13])[O:14][CH2:15][CH3:16])[NH:17][C:18]([CH3:19])=[O:20])=[O:21].[CH3:32][CH2:33][OH:34].[CH3:4][CH2:5][O-:6].[H-:1].[Na+:2].[Na+:3]>>[CH2:7]([CH3:8])[O:9][C:10]([C:11]([C:12](=[O:13])[O:14][CH2:15][CH3:16])([NH:17][C:18]([CH3:19])=[O:20])[CH2:23][C:24](=[O:25])[c:26]1[cH:27][cH:28][cH:29][cH:30][cH:31]1)=[O:21]. Reactants: [N+](=O)([O-])[O-].[K+] (potassium nitrate), NC1=NC(=C(C(=N1)N)C1=C(C(=CC(=C1)Cl)Cl)Cl)C (2,4-Diamino-5-(2,3,5-trichlorophenyl)-6-methylpyrimidine), N (ammonia). Run in S(O)(O)(=O)=O (sulphuric acid). Conditions: time 8 hour. The product is NC1=NC(=C(C(=N1)N)C1=C(C(=C(C(=C1)Cl)[N+](=O)[O-])Cl)Cl)C (2,4-diamino-6-methyl-5-(2,3,5-trichloro-4-nitrophenyl)pyrimidine). Reaction SMILES: [NH2:1][C:2]1[N:7]=[C:6]([NH2:8])[C:5]([C:9]2[CH:14]=[C:13]([Cl:15])[CH:12]=[C:11]([Cl:16])[C:10]=2[Cl:17])=[C:4]([CH3:18])[N:3]=1.[N+:19]([O-])([O-:21])=[O:20].[K+].N>S(=O)(=O)(O)O>[NH2:1][C:2]1[N:7]=[C:6]([NH2:8])[C:5]([C:9]2[CH:14]=[C:13]([Cl:15])[C:12]([N+:19]([O-:21])=[O:20])=[C:11]([Cl:16])[C:10]=2[Cl:17])=[C:4]([CH3:18])[N:3]=1 |f:1.2|. Procedure: 2,4-Diamino-6-methyl-5-(2,3,5-trichlorophenyl)pyrimidine (0.152 g) (Example 6) was dissolved in concentrated sulphuric acid and potassium nitrate (50 mg) was added. The solution was stirred at room temperature overnight, then poured onto ice and basified with 0.880 ammonia. The product was extracted into ethyl acetate, bulked, dried (MgSO4) and evaporated. The residue was purified by chromatography on SiO2 gel, eluting with EtOAc to 8% MeOH/EtOAc to give the desired product, 0.13 g, mp. 313°-315... Reactants: CC(C)Cc1ccc(-c2nnc(-c3ccc(CO[Si](C)(C)C(C)(C)C)cc3)o2)cc1, C1CCOC1, CCCC[N+](CCCC)(CCCC)CCCC, CCOC(C)=O, [F-]. Yields the product CC(C)Cc1ccc(-c2nnc(-c3ccc(CO)cc3)o2)cc1. RXN SMILES: [C:19]([Si:20]([CH3:21])([CH3:22])[O:24][CH2:25][c:26]1[cH:27][cH:28][c:29](-[c:32]2[o:33][c:34](-[c:37]3[cH:38][cH:39][c:40]([CH2:43][CH:44]([CH3:45])[CH3:46])[cH:41][cH:42]3)[n:35][n:36]2)[cH:30][cH:31]1)([CH3:23])([CH3:47])[CH3:48].[CH2:49]1[O:50][CH2:51][CH2:52][CH2:53]1.[CH3:2][CH2:3][CH2:4][CH2:5][N+:6]([CH2:7][CH2:8][CH2:9][CH3:10])([CH2:11][CH2:12][CH2:13][CH3:14])[CH2:15][CH2:16][CH2:17][CH3:18].[CH3:54][CH2:55][O:56][C:57](=[O:58])[CH3:59].[F-:1]>>[OH:24][CH2:25][c:26]1[cH:27][cH:28][c:29](-[c:32]2[o:33][c:34](-[c:37]3[cH:38][cH:39][c:40]([CH2:43][CH:44]([CH3:45])[CH3:46])[cH:41][cH:42]3)[n:35][n:36]2)[cH:30][cH:31]1.